Task: describe an organic reaction: reactants, conditions, products, and yield. Dataset: the Open Reaction Database (ORD), a public repository of structured organic reaction records Reactants: COC(=O)[C@@H]1N(C(CCC1)=O)C(=O)OC(C)(C)C ((R)-6-oxopiperidine-1,2-dicarboxylic acid 1-tert-butyl ester 2-methyl ester), ClC1=CC=C(C=C1)[Mg]Br (4-chlorophenylmagnesium bromide). Run in C1CCOC1 (THF). Product: C(C)(C)(C)OC(=O)N[C@@H](C(=O)OC)CCCC(=O)C1=CC=C(C=C1)Cl (methyl (R)-2-tert-butoxycarbonylamino-6-(4-chlorophenyl)-6-oxohexanoate). As a reaction SMILES: [CH3:1][O:2][C:3]([C@H:5]1[CH2:10][CH2:9][CH2:8][C:7](=[O:11])[N:6]1[C:12]([O:14][C:15]([CH3:18])([CH3:17])[CH3:16])=[O:13])=[O:4].[Cl:19][C:20]1[CH:25]=[CH:24][C:23]([Mg]Br)=[CH:22][CH:21]=1>C1COCC1>[C:15]([O:14][C:12]([NH:6][C@H:5]([CH2:10][CH2:9][CH2:8][C:7]([C:23]1[CH:24]=[CH:25][C:20]([Cl:19])=[CH:21][CH:22]=1)=[O:11])[C:3]([O:2][CH3:1])=[O:4])=[O:13])([CH3:18])([CH3:17])[CH3:16]. Procedure details: To a solution of (R)-6-oxopiperidine-1,2-dicarboxylic acid 1-tert-butyl ester 2-methyl ester (9.00 g) in THF (120 mL), 4-chlorophenylmagnesium bromide (1.0 M solution in diethyl ether, 42 mL) was added in a nitrogen atmosphere at −78° C. over 20 minutes. The reaction solution was heated from −78° C. to −40° C. over 1.5 hours while stirring, and then quenched with a saturated ammonium chloride solution at −40° C. Water was added to the reaction solution, followed by extraction with ethyl acetate.... Starting materials: ClC1=CC(=C(OCC(=O)OC(C)(C)C)C=C1)CN1[C@H]([C@H](N(CC1)C(CC1=CC=CC=C1)=O)C)C ((Cis)-[4-chloro-2-[[2,3-dimethyl-4-(phenylacetyl)-1-piperazinyl]methyl]phenoxy]-acetic acid, 1,1-dimethylethyl Ester). Run in C(=O)(C(F)(F)F)O (TFA). Yields the product ClC1=CC(=C(OCC(=O)O)C=C1)CN1[C@H]([C@H](N(CC1)C(CC1=CC=CC=C1)=O)C)C ((Cis)-[4-chloro-2-[[2,3-dimethyl-4-(phenylacetyl)-1-piperazinyl]methyl]phenoxy]-acetic Acid). Reaction SMILES: [Cl:1][C:2]1[CH:16]=[CH:15][C:5]([O:6][CH2:7][C:8]([O:10]C(C)(C)C)=[O:9])=[C:4]([CH2:17][N:18]2[CH2:23][CH2:22][N:21]([C:24](=[O:32])[CH2:25][C:26]3[CH:31]=[CH:30][CH:29]=[CH:28][CH:27]=3)[C@H:20]([CH3:33])[C@@H:19]2[CH3:34])[CH:3]=1>C(O)(C(F)(F)F)=O>[Cl:1][C:2]1[CH:16]=[CH:15][C:5]([O:6][CH2:7][C:8]([OH:10])=[O:9])=[C:4]([CH2:17][N:18]2[CH2:23][CH2:22][N:21]([C:24](=[O:32])[CH2:25][C:26]3[CH:31]=[CH:30][CH:29]=[CH:28][CH:27]=3)[C@H:20]([CH3:33])[C@@H:19]2[CH3:34])[CH:3]=1. Procedure: The product from example 71 part b) treated with TFA (10 ml) for 16 h. Concentration in vacuo and purification by RPHPLC gave the title product as a white foam (39 mg). Starting materials: CCOC(=O)CCc1c[nH]nc1OCC, CN(C)C=O, Cc1oc(-c2ccccc2)nc1COc1cc(CCl)ccn1, [H-], [Na+], O. Product: CCOC(=O)CCc1cn(Cc2ccnc(OCc3nc(-c4ccccc4)oc3C)c2)nc1OCC. As a reaction SMILES: [CH2:3]([CH3:4])[O:5][c:6]1[n:7][nH:8][cH:9][c:10]1[CH2:11][CH2:12][C:13](=[O:14])[O:15][CH2:16][CH3:17].[CH3:41][N:42]([CH3:43])[CH:44]=[O:45].[Cl:18][CH2:19][c:20]1[cH:21][c:22]([O:26][CH2:27][c:28]2[n:29][c:30](-[c:34]3[cH:35][cH:36][cH:37][cH:38][cH:39]3)[o:31][c:32]2[CH3:33])[n:23][cH:24][cH:25]1.[H-:1].[Na+:2].[OH2:40]>>[CH2:3]([CH3:4])[O:5][c:6]1[n:7][n:8]([CH2:19][c:20]2[cH:21][c:22]([O:26][CH2:27][c:28]3[n:29][c:30](-[c:34]4[cH:35][cH:36][cH:37][cH:38][cH:39]4)[o:31][c:32]3[CH3:33])[n:23][cH:24][cH:25]2)[cH:9][c:10]1[CH2:11][CH2:12][C:13](=[O:14])[O:15][CH2:16][CH3:17]. Run in N1=CC=CC=C1 (pyridine). The product is C(C)(=O)OCCCC=1N=C(N(C1)C(C1=CC=CC=C1)(C1=CC=CC=C1)C1=CC=CC=C1)F (4-(3-acetoxy)propyl-2-fluoro-1-triphenylmethylimidazole). The reactants are FC=1N(C=C(N1)CCCO)C(C1=CC=CC=C1)(C1=CC=CC=C1)C1=CC=CC=C1 (2-fluoro-4-(3-hydroxy)propyl-1-triphenylmethylimidazole), C(C)(=O)Cl (acetyl chloride), O (water). Reaction conditions: time 100 minute. As a reaction SMILES: [F:1][C:2]1[N:3]([C:11]([C:24]2[CH:29]=[CH:28][CH:27]=[CH:26][CH:25]=2)([C:18]2[CH:23]=[CH:22][CH:21]=[CH:20][CH:19]=2)[C:12]2[CH:17]=[CH:16][CH:15]=[CH:14][CH:13]=2)[CH:4]=[C:5]([CH2:7][CH2:8][CH2:9][OH:10])[N:6]=1.[C:30](Cl)(=[O:32])[CH3:31].O>N1C=CC=CC=1>[C:30]([O:10][CH2:9][CH2:8][CH2:7][C:5]1[N:6]=[C:2]([F:1])[N:3]([C:11]([C:24]2[CH:29]=[CH:28][CH:27]=[CH:26][CH:25]=2)([C:12]2[CH:17]=[CH:16][CH:15]=[CH:14][CH:13]=2)[C:18]2[CH:19]=[CH:20][CH:21]=[CH:22][CH:23]=2)[CH:4]=1)(=[O:32])[CH3:31]. Procedure details: A solution of 2-fluoro-4-(3-hydroxy)propyl-1-triphenylmethylimidazole (386 mg. in dry pyridine (2 ml.) and acetyl chloride (78.5 μl.) was heated with stirring at 85° for 100 minutes. The solution was poured into water (25 ml.) and the mixture extracted with CH2Cl2 (3×15 ml.). The extract was washed with water and brine, dried (MgSO4), filtered, evaporated, and the residue azeotroped with toluene. The resulting orange oil was purified by column chromatography on silica gel eluting with CH2Cl2 /Me... Reactants: ClC1=CC=C(C=C1)/C=C/CCCC#CP(OCC)(OCC)=O ((E)-Diethyl (7-(4-chlorophenyl)hept-6-en-1-yn-1-yl)phosphonate). Yields the product ClC=1C=C2C(=C3C(=CC2=CC1)CCC3)P(OCC)(OCC)=O (Diethyl (6-chloro-2,3-dihydro-1H-cyclopenta[b]naphthalen-4-yl)phosphonate). Reaction conditions: temperature 225 celsius, time 150 minute. Procedure: To a 0.5-2 mL microwave irradiation vial equipped with a stir bar was added enyne 5i (0.034 g, 0.10 mmol) in o-dichlorobenzene (1.7 mL). The reaction was irradiated with stirring at 225° C. for 150 min until complete by TLC. The reaction turned golden in color. The reaction was then transferred to a vial, concentrated under reduced pressure, and dried under vacuum to yield naphthalene 6i as an amber oil (0.034 g, quant.). RXN SMILES: [Cl:1][C:2]1[CH:7]=[CH:6][C:5](/[CH:8]=[CH:9]/[CH2:10][CH2:11][CH2:12][C:13]#[C:14][P:15](=[O:22])([O:19][CH2:20][CH3:21])[O:16][CH2:17][CH3:18])=[CH:4][CH:3]=1>ClC1C=CC=CC=1Cl>[Cl:1][C:2]1[CH:7]=[C:6]2[C:5](=[CH:4][CH:3]=1)[CH:8]=[C:9]1[CH2:10][CH2:11][CH2:12][C:13]1=[C:14]2[P:15](=[O:22])([O:16][CH2:17][CH3:18])[O:19][CH2:20][CH3:21]. Run in ClC1=C(C=CC=C1)Cl (o-dichlorobenzene). Reactants: C(C)(=O)OC1=CC(=CC=2CC[C@@H]3[C@@H]4CC=C[C@@]4(C)CC[C@@H]3C12)OC(C)=O (1,3-diacetoxy-8α-estra-1,3,5(10),16-tetraene), CCOCC.C1=CC=C(C(=C1)C(=O)O)C(=O)OO (ether monoperphthalic acid). The solvent is CCOCC (ether). Reaction conditions: time 7.5 hour. The product is C(C)(=O)OC1=CC(=CC=2CC[C@@H]3[C@@H]4C[C@@H]5[C@H]([C@@]4(C)CC[C@@H]3C12)O5)OC(C)=O (1,3-diacetoxy-16α,17α-epoxy-8α-estra-1,3,5(10)-triene). Reaction SMILES: [C:1]([O:4][C:5]1[C:22]2[C@@H:21]3[C@@H:12]([C@H:13]4[C@@:17]([CH2:19][CH2:20]3)([CH3:18])[CH:16]=[CH:15][CH2:14]4)[CH2:11][CH2:10][C:9]=2[CH:8]=[C:7]([O:23][C:24](=[O:26])[CH3:25])[CH:6]=1)(=[O:3])[CH3:2].CC[O:29]CC.C1C=C(C(O)=O)C(C(OO)=O)=CC=1>CCOCC>[C:1]([O:4][C:5]1[C:22]2[C@@H:21]3[C@@H:12]([C@H:13]4[C@@:17]([CH2:19][CH2:20]3)([CH3:18])[C@@H:16]3[O:29][C@@H:15]3[CH2:14]4)[CH2:11][CH2:10][C:9]=2[CH:8]=[C:7]([O:23][C:24](=[O:26])[CH3:25])[CH:6]=1)(=[O:3])[CH3:2] |f:1.2|. Procedure: A solution of 350 mg. of 1,3-diacetoxy-8α-estra-1,3,5(10),16-tetraene in 15 ml. of ether is combined with 7 ml. of a 12% strength ether - monoperphthalic acid solution. After allowing the mixture to stand at room temperature for 7.5 hours, the mixture is worked up, yielding 1,3-diacetoxy-16α,17α-epoxy-8α-estra-1,3,5(10)-triene which, in the form of the crude product, is heated to the boiling point with 30 ml. of glacial acetic acid for 2-3 hours. After concentration under vacuum, the residue is ... Isolated yield 61.2%. The reactants are [OH-].[Na+] (sodium hydroxide), B1C2CCCC1CCC2 (9-BBN), hexanes, ClC=1N=C(C2=C(N1)C(=CS2)C=C)N2CCOCC2 (4-(2-chloro-7-vinylthieno[3,2-d]pyrimidin-4-yl)morpholine), O1CCCC1 (tetrahydrofuran), OO (hydrogen peroxide), B1C2CCCC1CCC2 (9-BBN), hexanes. Reaction SMILES: [Cl:1][C:2]1[N:3]=[C:4]([N:13]2[CH2:18][CH2:17][O:16][CH2:15][CH2:14]2)[C:5]2[S:10][CH:9]=[C:8]([CH:11]=[CH2:12])[C:6]=2[N:7]=1.[O:19]1CCCC1.B1C2CCCC1CCC2.OO.[OH-].[Na+]>O>[Cl:1][C:2]1[N:3]=[C:4]([N:13]2[CH2:18][CH2:17][O:16][CH2:15][CH2:14]2)[C:5]2[S:10][CH:9]=[C:8]([CH2:11][CH2:12][OH:19])[C:6]=2[N:7]=1 |f:4.5|. Run in O (water), O (water). Run at temperature 0 celsius, time 8 hour. Product: ClC=1N=C(C2=C(N1)C(=CS2)CCO)N2CCOCC2 (2-(2-chloro-4-morpholinothieno[3,2-d]pyrimidin-7-yl)ethanol). Procedure details: 4-(2-chloro-7-vinylthieno[3,2-d]pyrimidin-4-yl)morpholine (170 mg, 0.6 mmol) was dissolved in tetrahydrofuran (10 mL, 100 mmol) and cooled to 0° C. under an atmosphere of nitrogen. 0.5 M 9-BBN in hexanes (3.4 mL, 2 mmol) was added and the reaction was allowed to warm up to room temperature and stir overnight. LCMS indicated mostly starting material so the reaction was cooled to 0° C. again and added 0.5 M 9-BBN in hexanes (8.0 mL, 4 mmol) and allowed to warm up to room temperature and stir overn... Procedure: Prepared similarly to that described in Example 210 using 2-(3-fluoroquinoxalin-5-yl)-6,7-dihydro-1H-pyrrolo[3,2-c]pyridin-4(5H)-one (Example 210i; 24 mg, 0.085 mmol), N-ethylaniline (75 μl, 0.595 mmol, Alfa Aesar, Ward Hill, Mass.), and NaHMDS (1.0M in THF; 595 μl, 0.595 mmol) and heating at 22° C. for 30 min. Purification by silica gel (100% DCM to 4% MeOH/DCM) provided 2-(3-(ethyl(phenyl)amino)quinoxalin-5-yl)-6,7-dihydro-1H-pyrrolo[3,2-c]pyridin-4(5H)-one (40% yield). 1H NMR (400 MHz, CDCl3)... Product: C(C)N(C=1C=NC2=CC=CC(=C2N1)C1=CC=2C(NCCC2N1)=O)C1=CC=CC=C1 (2-(3-(ethyl(phenyl)amino)quinoxalin-5-yl)-6,7-dihydro-1H-pyrrolo[3,2-c]pyridin-4(5H)-one). RXN SMILES: F[C:2]1[CH:3]=[N:4][C:5]2[C:10]([N:11]=1)=[C:9]([C:12]1[NH:20][C:19]3[CH2:18][CH2:17][NH:16][C:15](=[O:21])[C:14]=3[CH:13]=1)[CH:8]=[CH:7][CH:6]=2.[CH2:22]([NH:24][C:25]1[CH:30]=[CH:29][CH:28]=[CH:27][CH:26]=1)[CH3:23].C[Si]([N-][Si](C)(C)C)(C)C.[Na+]>>[CH2:22]([N:24]([C:25]1[CH:30]=[CH:29][CH:28]=[CH:27][CH:26]=1)[C:2]1[CH:3]=[N:4][C:5]2[C:10]([N:11]=1)=[C:9]([C:12]1[NH:20][C:19]3[CH2:18][CH2:17][NH:16][C:15](=[O:21])[C:14]=3[CH:13]=1)[CH:8]=[CH:7][CH:6]=2)[CH3:23] |f:2.3|. Reactants: FC=1C=NC2=CC=CC(=C2N1)C1=CC=2C(NCCC2N1)=O (2-(3-fluoroquinoxalin-5-yl)-6,7-dihydro-1H-pyrrolo[3,2-c]pyridin-4(5H)-one), C(C)NC1=CC=CC=C1 (N-ethylaniline), C[Si](C)(C)[N-][Si](C)(C)C.[Na+] (NaHMDS). Reaction conditions: temperature 22 celsius. The yield is 40.0%. Reactants: COCN(c1cc(C)cnc1C(=O)c1c(C)ccnc1C)S(=O)(=O)c1ccc(Cl)c(C(F)(F)F)c1, Cl, C1COCCO1, O. Yields the product Cc1cnc(C(=O)c2c(C)ccnc2C)c(NS(=O)(=O)c2ccc(Cl)c(C(F)(F)F)c2)c1. As a reaction SMILES: [Cl:1][c:2]1[c:3]([C:32]([F:33])([F:34])[F:35])[cH:4][c:5]([S:8](=[O:9])(=[O:10])[N:11]([CH2:12][O:13][CH3:14])[c:15]2[c:16]([C:22](=[O:23])[c:24]3[c:25]([CH3:31])[n:26][cH:27][cH:28][c:29]3[CH3:30])[n:17][cH:18][c:19]([CH3:21])[cH:20]2)[cH:6][cH:7]1.[ClH:37].[O:38]1[CH2:39][CH2:40][O:41][CH2:42][CH2:43]1.[OH2:36]>>[Cl:1][c:2]1[c:3]([C:32]([F:33])([F:34])[F:35])[cH:4][c:5]([S:8](=[O:9])(=[O:10])[NH:11][c:15]2[c:16]([C:22](=[O:23])[c:24]3[c:25]([CH3:31])[n:26][cH:27][cH:28][c:29]3[CH3:30])[n:17][cH:18][c:19]([CH3:21])[cH:20]2)[cH:6][cH:7]1.